The task is: describe an organic reaction: reactants, conditions, products, and yield. This data is from the Open Reaction Database (ORD), a public repository of structured organic reaction records. Starting materials: CO, O=C(CC1CC1(F)F)OCc1ccccc1, [K+], [OH-]. Yields the product O=C(O)CC1CC1(F)F. Reaction SMILES: [CH3:19][OH:20].[F:1][C:2]1([F:16])[CH:3]([CH2:5][C:6](=[O:7])[O:8][CH2:9][c:10]2[cH:11][cH:12][cH:13][cH:14][cH:15]2)[CH2:4]1.[K+:18].[OH-:17]>>[F:1][C:2]1([F:16])[CH:3]([CH2:5][C:6](=[O:7])[OH:8])[CH2:4]1. Starting materials: COC=1C=C(C=CC1OC)C1=NN(C([C@H]2CC=CC[C@@H]12)=O)C1=CC=C(C(=O)O)C=C1 ((cis)-4-(4-(3,4-Dimethoxyphenyl)-1-oxo-4a,5,8,8a-tetrahydro-1H-phthalazin-2-yl)benzoic acid), C1(=CC=C(C=C1)S(=O)(=O)O)C (p-toluenesulfonic acid). The solvent is C(CC)O (1-propanol). Product: C(CC)OC(C1=CC=C(C=C1)N1C([C@H]2CC=CC[C@H]2C(=N1)C1=CC(=C(C=C1)OC)OC)=O)=O ((cis)-n-Propyl-4-(4-(3,4-dimethoxyphenyl)-1-oxo-4a,5,8,8a-tetrahydro-1H-phthalazin-2-yl)benzoate). RXN SMILES: [CH3:1][O:2][C:3]1[CH:4]=[C:5]([C:11]2[C@H:20]3[C@H:15]([CH2:16][CH:17]=[CH:18][CH2:19]3)[C:14](=[O:21])[N:13]([C:22]3[CH:30]=[CH:29][C:25]([C:26]([OH:28])=[O:27])=[CH:24][CH:23]=3)[N:12]=2)[CH:6]=[CH:7][C:8]=1[O:9][CH3:10].[C:31]1(C)[CH:36]=CC(S(O)(=O)=O)=C[CH:32]=1>C(O)CC>[CH2:32]([O:27][C:26](=[O:28])[C:25]1[CH:24]=[CH:23][C:22]([N:13]2[N:12]=[C:11]([C:5]3[CH:6]=[CH:7][C:8]([O:9][CH3:10])=[C:3]([O:2][CH3:1])[CH:4]=3)[C@H:20]3[C@H:15]([CH2:16][CH:17]=[CH:18][CH2:19]3)[C:14]2=[O:21])=[CH:30][CH:29]=1)[CH2:31][CH3:36]. Procedure details: A solution of 1 g of compound 67 and 1 g of p-toluenesulfonic acid in 100 ml of 1-propanol was refluxed for 18 h. After evaporating the solvent, the title compound was crystallized from methanol. M.p. 100°-101° C. Reactants: [H-].[Na+] (sodium hydride), [N+](#[C-])CC(=O)OCC (ethyl isocyanoacetate), [Cl-].C1(=CC=CC=C1)OP(OC1=CC=CC=C1)(O)=O (phosphoric acid diphenyl ester chloride), ice water, potassium tert.-butylate, C(=O)=O (dry ice), ClC1=C(C=CC2=C1C(N1[C@H](C(N2)=O)CC1)=O)F ((S)-5-chloro-6-fluoro-1,10a-dihydro-2H-azeto[2,1-c][1,4]benzodiazepine-4,10(9H)-dione), [N+](#[C-])CC(=O)OCC (ethyl isocyanoacetate). The solvent is CCCCCC (n-hexane), CN(C=O)C (N,N-dimethylformamide), C(C)(=O)O (acetic acid), CN(C=O)C (N,N-dimethylformamide), CN(C=O)C (N,N-dimethylformamide). Reaction conditions: time 40 minute. Yields the product ClC1=C(C=CC2=C1C(N1[C@H](C=3N2C=NC3C(=O)OCC)CC1)=O)F (ethyl (S)-8-chloro-7-fluoro-12,12a-dihydro-9-oxo-9H,11H-azeto[2,1-c]imidazo[1,5-a][1,4]-benzodiazepine-1-carboxylate). The yield is 41.2%. RXN SMILES: [Cl:1][C:2]1[C:7]2[C:8](=[O:16])[N:9]3[CH2:15][CH2:14][C@H:10]3[C:11](=O)[NH:12][C:6]=2[CH:5]=[CH:4][C:3]=1[F:17].[H-].[Na+].[Cl-].C1(OP(=O)(O)OC2C=CC=CC=2)C=CC=CC=1.[N+:38]([CH2:40][C:41]([O:43][CH2:44][CH3:45])=[O:42])#[C-:39].C(=O)=O>CN(C)C=O.C(O)(=O)C.CCCCCC>[Cl:1][C:2]1[C:7]2[C:8](=[O:16])[N:9]3[CH2:15][CH2:14][C@H:10]3[C:11]3[N:12]([CH:39]=[N:38][C:40]=3[C:41]([O:43][CH2:44][CH3:45])=[O:42])[C:6]=2[CH:5]=[CH:4][C:3]=1[F:17] |f:1.2,3.4|. Reported procedure: 25.4 g (100 mmol) of (S)-5-chloro-6-fluoro-1,10a-dihydro-2H-azeto[2,1-c][1,4]benzodiazepine-4,10(9H)-dione were dissolved in 125 ml of N,N-dimethylformamide, treated at -30° with 4.8 g (110 mmol) of sodium hydride dispersion (55-65% in oil, washed with n-hexane) and deprotonated for 40 min. at -30° to -18°. A solution of 26.86 g (100 mmol) of phosphoric acid diphenyl ester chloride in 5 ml of N,N-dimethylformamide was added at -60° and the mixture was stirred at max. -45° for 35 min. In the mean... Reactants: C(C)(=O)Cl (acetyl chloride), CS(=O)(=O)C1=CC=C(CC2=NOC(=N2)C2CCN(CC2)C(=O)OC(C)(C)C)C=C1 (tert-butyl 4-{3-[4-(methylsulfonyl)benzyl]-1,2,4-oxadiazol-5-yl}piperidine-1-carboxylate). The solvent is CO (methanol). Reaction conditions: time 10 minute. Product: Cl.CS(=O)(=O)C1=CC=C(CC2=NOC(=N2)C2CCNCC2)C=C1 (4-[3-(4-Methanesulfonyl-benzyl)-[1,2,4]oxadiazol-5-yl]-piperidine hydrochloride). The yield is 96.6%. RXN SMILES: C([Cl:4])(=O)C.[CH3:5][S:6]([C:9]1[CH:33]=[CH:32][C:12]([CH2:13][C:14]2[N:18]=[C:17]([CH:19]3[CH2:24][CH2:23][N:22](C(OC(C)(C)C)=O)[CH2:21][CH2:20]3)[O:16][N:15]=2)=[CH:11][CH:10]=1)(=[O:8])=[O:7]>CO>[ClH:4].[CH3:5][S:6]([C:9]1[CH:10]=[CH:11][C:12]([CH2:13][C:14]2[N:18]=[C:17]([CH:19]3[CH2:24][CH2:23][NH:22][CH2:21][CH2:20]3)[O:16][N:15]=2)=[CH:32][CH:33]=1)(=[O:7])=[O:8] |f:3.4|. Reported procedure: A premixed solution of acetyl chloride (0.97 mL, 11.86 mmol) was added dropwise to methanol (10 mL), stirred for 10 minutes and tert-butyl 4-{3-[4-(methylsulfonyl)benzyl]-1,2,4-oxadiazol-5-yl}piperidine-1-carboxylate (2.50 g, 5.93 mmol) was added and the mixture heated to reflux for 2 hours. The solvents were evaporated and the residue triturated with diethyl ether, filtered and dried to give the title compound as a fine white powder (2.05 g, 97%); NMR 1.97 (2H, m), 2.17(2H, dd), 3.02(2H, m), 3.... Starting materials: N(C(=N)N)C1=CC=C(C(=O)OC2=CC(=C(C=C2)C2CCN(CC2)C(CCC(=O)OC(C)(C)C)=O)C2=NOC(C2)(CC(OC(C)(C)C)=O)CC(=O)OC(C)(C)C)C=C1 (3-(5,5-bis(2-tert-butoxy-2-oxoethyl)-4,5-dihydro-1,2-oxazol-3-yl)-4-(1-(4-tert-butoxy-4-oxobutanoyl)piperidin-4-yl)phenyl 4-carbamimidamidobenzoate), C(=O)(C(F)(F)F)O (TFA). Reaction conditions: time 2 hour. Product: FC(C(=O)O)(F)F.C(=O)(O)CC1(CC(=NO1)C1=C(C=CC(=C1)OC(C1=CC=C(C=C1)NC(=N)N)=O)C1CCN(CC1)C(CCC(=O)O)=O)CC(=O)O (4-(4-(2-(5,5-Bis(carboxymethyl)-4,5-dihydro-1,2-oxazol-3-yl)-4-((4-carbamimidamidobenzoyl)oxy)phenyl)piperidin-1-yl)-4-oxobutanoic acid trifluoroacetate). RXN SMILES: [NH:1]([C:5]1[CH:57]=[CH:56][C:8]([C:9]([O:11][C:12]2[CH:17]=[CH:16][C:15]([CH:18]3[CH2:23][CH2:22][N:21]([C:24](=[O:34])[CH2:25][CH2:26][C:27]([O:29]C(C)(C)C)=[O:28])[CH2:20][CH2:19]3)=[C:14]([C:35]3[CH2:39][C:38]([CH2:48][C:49]([O:51]C(C)(C)C)=[O:50])([CH2:40][C:41](=[O:47])[O:42]C(C)(C)C)[O:37][N:36]=3)[CH:13]=2)=[O:10])=[CH:7][CH:6]=1)[C:2]([NH2:4])=[NH:3].[C:58]([OH:64])([C:60]([F:63])([F:62])[F:61])=[O:59]>>[F:61][C:60]([F:63])([F:62])[C:58]([OH:64])=[O:59].[C:49]([CH2:48][C:38]1([CH2:40][C:41]([OH:47])=[O:42])[O:37][N:36]=[C:35]([C:14]2[CH:13]=[C:12]([O:11][C:9](=[O:10])[C:8]3[CH:7]=[CH:6][C:5]([NH:1][C:2]([NH2:4])=[NH:3])=[CH:57][CH:56]=3)[CH:17]=[CH:16][C:15]=2[CH:18]2[CH2:19][CH2:20][N:21]([C:24](=[O:34])[CH2:25][CH2:26][C:27]([OH:29])=[O:28])[CH2:22][CH2:23]2)[CH2:39]1)([OH:51])=[O:50] |f:2.3|. Reported procedure: A mixture of 3-(5,5-bis(2-tert-butoxy-2-oxoethyl)-4,5-dihydro-1,2-oxazol-3-yl)-4-(1-(4-tert-butoxy-4-oxobutanoyl)piperidin-4-yl)phenyl 4-carbamimidamidobenzoate (29.2 mg) and TFA (1 mL) was stirred at room temperature for 2 hours. The reaction mixture was concentrated under reduced pressure, and then, the residue was washed with diethyl ether to obtain the title compound (25.4 mg). The reactants are C(CC1=CC=CC=C1)N (phenethylamine), ClC=1C2=C(N=C(N1)C1=CC=NO1)SC(=C2)C(F)(F)F (4-chloro-2-(isoxazol-5-yl)-6-trifluoromethyl-thieno-[2,3-d]-pyrimidine). The product is O1N=CC=C1C=1N=C(C2=C(N1)SC(=C2)C(F)(F)F)NCCC2=CC=CC=C2 (2-(isoxazol-5-yl)-4-phenethylamino-6-trifluoromethyl-thieno-[2,3-d]-pyrimidine). RXN SMILES: [CH2:1]([NH2:9])[CH2:2][C:3]1[CH:8]=[CH:7][CH:6]=[CH:5][CH:4]=1.Cl[C:11]1[C:12]2[CH:24]=[C:23]([C:25]([F:28])([F:27])[F:26])[S:22][C:13]=2[N:14]=[C:15]([C:17]2[O:21][N:20]=[CH:19][CH:18]=2)[N:16]=1>>[O:21]1[C:17]([C:15]2[N:16]=[C:11]([NH:9][CH2:1][CH2:2][C:3]3[CH:8]=[CH:7][CH:6]=[CH:5][CH:4]=3)[C:12]3[CH:24]=[C:23]([C:25]([F:27])([F:28])[F:26])[S:22][C:13]=3[N:14]=2)=[CH:18][CH:19]=[N:20]1. Reported procedure: With the procedure of Example 1, the reaction of phenethylamine with 4-chloro-2-(isoxazol-5-yl)-6-trifluoromethyl-thieno-[2,3-d]-pyrimidine yields 2-(isoxazol-5-yl)-4-phenethylamino-6-trifluoromethyl-thieno-[2,3-d]-pyrimidine. The reactants are BrCCC1=CC=C(C(=O)OC)C=C1 (Methyl 4-(2-bromoethyl)benzoate), [C-]#N.[K+] (KCN). The solvent is CCOC(=O)C (EtOAc), CS(=O)C (DMSO). Conditions: time 20 hour. Yields the product C(#N)CCC1=CC=C(C(=O)OC)C=C1 (Methyl 4-(2-cyanoethyl)benzoate). As a reaction SMILES: Br[CH2:2][CH2:3][C:4]1[CH:13]=[CH:12][C:7]([C:8]([O:10][CH3:11])=[O:9])=[CH:6][CH:5]=1.[C-:14]#[N:15].[K+]>CS(C)=O.CCOC(C)=O>[C:14]([CH2:2][CH2:3][C:4]1[CH:13]=[CH:12][C:7]([C:8]([O:10][CH3:11])=[O:9])=[CH:6][CH:5]=1)#[N:15] |f:1.2|. Procedure: Bromide 23-2 (0.52 g, 2.14 mmol) and KCN (167 mg, 2.57 mmol) were combined in 10 mL DMSO. After 20 h, at RT and 1.5 h at 70° the reaction mixture was diluted with EtOAc, washed with water, sat. NaHCO3, 10 % KHSO4 and brine, dried (MgSO4), and concentrated providing 23-3 as a yellow solid. Rf 0.23 (30% EtOAc/hexanes). The reactants are 55C, ClC=1C(=NN(C1C)CC(=O)N1CCC(CC1)(C#N)C1=CC=C(C=C1)Cl)C(F)(F)F (1-[2-(4-chloro-5-methyl-3-trifluoromethyl-pyrazol-1-yl)-acetyl]-4-(4-chloro-phenyl)-piperidine-4-carbonitrile), Cl.NO (hydroxylamine hydrochloride), TEA. Run in C(C)O (ethanol). The product is ClC=1C(=NN(C1C)CC(=O)N1CCC(CC1)(C(=N)NO)C1=CC=C(C=C1)Cl)C(F)(F)F (1-[2-(4-chloro-5-methyl-3-trifluoromethyl-pyrazol-1-yl)-acetyl]-4-(4-chloro-phenyl)-N-hydroxy-piperidine-4-carboxamidine). As a reaction SMILES: [Cl:1][C:2]1[C:3]([C:26]([F:29])([F:28])[F:27])=[N:4][N:5]([CH2:8][C:9]([N:11]2[CH2:16][CH2:15][C:14]([C:19]3[CH:24]=[CH:23][C:22]([Cl:25])=[CH:21][CH:20]=3)([C:17]#[N:18])[CH2:13][CH2:12]2)=[O:10])[C:6]=1[CH3:7].Cl.[NH2:31][OH:32]>C(O)C>[Cl:1][C:2]1[C:3]([C:26]([F:29])([F:28])[F:27])=[N:4][N:5]([CH2:8][C:9]([N:11]2[CH2:16][CH2:15][C:14]([C:19]3[CH:24]=[CH:23][C:22]([Cl:25])=[CH:21][CH:20]=3)([C:17]([NH:31][OH:32])=[NH:18])[CH2:13][CH2:12]2)=[O:10])[C:6]=1[CH3:7] |f:1.2|. Procedure details: In a 4 mL vial was added 50 mg of 1-[2-(4-chloro-5-methyl-3-trifluoromethyl-pyrazol-1-yl)-acetyl]-4-(4-chloro-phenyl)-piperidine-4-carbonitrile (0.1 mmol, 1.00 eq), 24 mg hydroxylamine hydrochloride (0.33 mmol, 3.00 eq), 94uL TEA (0.66 mmol, 6.00 eq), and 500uL ethanol. The mixture was heated to 55C overnight and the solvent removed in vacuo. The crude material was used “as is” in the following step: Reactants: ClC=1C=C(C=O)C=CC1Cl (3,4-Dichlorobenzaldehyde), C1CC(=O)CC1=O (1,3-cyclopentadione), NC1=CC(NN1C)=O (5-amino-1-methyl-1,2-dihydropyrazol-3-one). Product: ClC=1C=C(C=CC1Cl)C1C2=C(NC3=C1C(NN3C)=O)CCC2=O (4-(3,4-dichlorophenyl)-1-methyl-1,2,4,6,7,8-hexahydrocyclopenta[b]pyrazolo[4,3-e]pyridine-3,5-dione). Yield: 68.5%. As a reaction SMILES: [Cl:1][C:2]1[CH:3]=[C:4]([CH:7]=[CH:8][C:9]=1[Cl:10])[CH:5]=O.[CH2:11]1[C:16](=O)[CH2:15][C:13](=[O:14])[CH2:12]1.[NH2:18][C:19]1[N:23]([CH3:24])[NH:22][C:21](=[O:25])[CH:20]=1>>[Cl:1][C:2]1[CH:3]=[C:4]([CH:5]2[C:20]3[C:21](=[O:25])[NH:22][N:23]([CH3:24])[C:19]=3[NH:18][C:16]3[CH2:11][CH2:12][C:13](=[O:14])[C:15]2=3)[CH:7]=[CH:8][C:9]=1[Cl:10]. Reported procedure: 3,4-Dichlorobenzaldehyde (0.17 g, 1.0 mmol), 1,3-cyclopentadione (0.1 g, 1.0 mmol), and 5-amino-1-methyl-1,2-dihydropyrazol-3-one (0.11 g, 1.0 mmol) were processed as described in Example 1 to provide 0.24 g of the title compound. 1H NMR (300 MHz, DMSO-d6) δ 2.28 (t, 2H), 2.68 (m, 2H), 3.5 (s, 3H), 4.7 (s, 1H), 7.13 (dd, 1H), 7.33 (d, 1H), 7.49 (d, 1H), 9.58 (s, 1H), 10.45 (s, 1H); MS (ESI−) m/z 348 (M−H)−; Anal. calcd for C16H13N3Cl2O2: C, 54.71; H, 4.32; N, 11.26. Found: C, 54.37; H, 4.40; N, ... Reactants: CN1CCCC1=O, CS(C)=O, CO, CC(C)(O)c1ccc(C(=O)Nc2cc(Cl)n3nccc3n2)cc1, OC1CNC1. Product: CC(C)(O)c1ccc(C(=O)Nc2cc(N3CC(O)C3)n3nccc3n2)cc1. Reaction SMILES: [CH3:29][N:30]1[CH2:31][CH2:32][CH2:33][C:34]1=[O:35].[CH3:36][S:37]([CH3:38])=[O:39].[CH3:40][OH:41].[Cl:1][c:2]1[cH:3][c:4]([NH:11][C:12]([c:13]2[cH:14][cH:15][c:16]([C:19]([CH3:20])([CH3:21])[OH:22])[cH:17][cH:18]2)=[O:23])[n:5][c:6]2[n:7]1[n:8][cH:9][cH:10]2.[NH:24]1[CH2:25][CH:26]([OH:28])[CH2:27]1>>[c:2]1([N:24]2[CH2:25][CH:26]([OH:28])[CH2:27]2)[cH:3][c:4]([NH:11][C:12]([c:13]2[cH:14][cH:15][c:16]([C:19]([CH3:20])([CH3:21])[OH:22])[cH:17][cH:18]2)=[O:23])[n:5][c:6]2[n:7]1[n:8][cH:9][cH:10]2.